This data is from the Open Reaction Database (ORD), a public repository of structured organic reaction records. The task is: describe an organic reaction: reactants, conditions, products, and yield Starting materials: [Al+3], COC(=O)c1ccc(CCc2nc(-c3ccccc3)c(C)s2)cc1, [H-], [H-], [H-], [H-], [Li+]. Product: Cc1sc(CCc2ccc(CO)cc2)nc1-c1ccccc1. Reaction SMILES: [Al+3:26].[CH3:1][c:2]1[c:3](-[c:19]2[cH:20][cH:21][cH:22][cH:23][cH:24]2)[n:4][c:5]([CH2:7][CH2:8][c:9]2[cH:10][cH:11][c:12]([C:13](=[O:14])[O:15][CH3:16])[cH:17][cH:18]2)[s:6]1.[H-:25].[H-:28].[H-:29].[H-:30].[Li+:27]>>[CH3:1][c:2]1[c:3](-[c:19]2[cH:20][cH:21][cH:22][cH:23][cH:24]2)[n:4][c:5]([CH2:7][CH2:8][c:9]2[cH:10][cH:11][c:12]([CH2:13][OH:14])[cH:17][cH:18]2)[s:6]1. The reactants are CC(C)(C)[Si](C)(C)OC(COc1ccccc1)CN(Cc1ccccc1)CC1CCc2cc(-c3ccnc(C(N)=O)c3)ccc2O1, CO, O=C[O-], [NH4+]. Product: CC(C)(C)[Si](C)(C)OC(CNCC1CCc2cc(-c3ccnc(C(N)=O)c3)ccc2O1)COc1ccccc1. Reaction SMILES: [CH3:1][C:2]([CH3:3])([CH3:4])[Si:5]([O:6][CH:7]([CH2:8][N:9]([CH2:10][c:11]1[cH:12][cH:13][cH:14][cH:15][cH:16]1)[CH2:17][CH:18]1[O:19][c:20]2[cH:21][cH:22][c:23](-[c:28]3[cH:29][c:30]([C:34](=[O:35])[NH2:36])[n:31][cH:32][cH:33]3)[cH:24][c:25]2[CH2:26][CH2:27]1)[CH2:37][O:38][c:39]1[cH:40][cH:41][cH:42][cH:43][cH:44]1)([CH3:45])[CH3:46].[CH3:51][OH:52].[CH:47]([O-:48])=[O:49].[NH4+:50]>>[CH3:1][C:2]([CH3:3])([CH3:4])[Si:5]([O:6][CH:7]([CH2:8][NH:9][CH2:17][CH:18]1[O:19][c:20]2[cH:21][cH:22][c:23](-[c:28]3[cH:29][c:30]([C:34](=[O:35])[NH2:36])[n:31][cH:32][cH:33]3)[cH:24][c:25]2[CH2:26][CH2:27]1)[CH2:37][O:38][c:39]1[cH:40][cH:41][cH:42][cH:43][cH:44]1)([CH3:45])[CH3:46]. The reactants are N#CCCCBr, C1COCCN1, CCOCC, C1CCOC1. Product: N#CCCCN1CCOCC1. RXN SMILES: [Br:1][CH2:2][CH2:3][CH2:4][C:5]#[N:6].[CH2:7]1[CH2:8][O:9][CH2:10][CH2:11][NH:12]1.[CH3:18][CH2:19][O:20][CH2:21][CH3:22].[O:13]1[CH2:14][CH2:15][CH2:16][CH2:17]1>>[CH2:2]([CH2:3][CH2:4][C:5]#[N:6])[N:12]1[CH2:7][CH2:8][O:9][CH2:10][CH2:11]1. The product is COC=1C=C(C=CC1)/C=C/C#N (trans-3-(3-Methoxyphenyl)-2-propenenitrile). Reactants: P(OC(C#N)(CC)CC)([O-])=O (Diethylcyanomethyl phosphonate), [H-].[Na+] (NaH), C(C1=CC(=CC=C1)OC)=O (m-anisaldehyde). The solvent is C1CCOC1 (THF), C1CCOC1 (THF). Reaction SMILES: P(=O)([O-])O[C:3](CC)(CC)[C:4]#[N:5].[H-].[Na+].[CH:14](=O)[C:15]1[CH:20]=[CH:19][CH:18]=[C:17]([O:21][CH3:22])[CH:16]=1>C1COCC1>[CH3:22][O:21][C:17]1[CH:16]=[C:15](/[CH:14]=[CH:3]/[C:4]#[N:5])[CH:20]=[CH:19][CH:18]=1 |f:1.2|. Conditions: time 30 minute. The yield is 123.8%. Procedure: Diethylcyanomethyl phosphonate (28.6 mL, 176 mmol) was added to a suspension of NaH (7.0 g, 176 mmol, washed with hexanes to remove oil) in 450 mL of THF at RT and the resulting mixture was stirred at RT for 30 min. A solution of m-anisaldehyde (20.0 g, 140 mmol) in 50 mL of THF was added and the resulting mixture was stirred at RT overnight, resulting in the formation of a thick brown oil at the bottom of the mixture. The crude reaction mixture was concentrated in vacuo and the residue was part... The reactants are OC(C)CCC1=CC2=CC=C(C=C2C=C1)OC (2-hydroxy-4-(6-methoxy-2-naphthyl)butane), COC=1C=C(C(=O)Cl)C=C(C1OC)OC (3,4,5-trimethoxy-benzoyl chloride), C(C(=O)Cl)(=O)Cl (oxalyl chloride), N1=CC=CC=C1 (pyridine). Run in C1(=CC=CC=C1)C (toluene), O (water). Conditions: time 48 hour. The product is COC=1C=C(C(=O)[O-])C=C(C1OC)OC (3,4,5-trimethoxybenzoate), OC(C)CCC1=CC2=CC=C(C=C2C=C1)OC (2-hydroxy-4-(6-methoxy-2-naphthyl)butane). RXN SMILES: [OH:1][CH:2]([CH2:4][CH2:5][C:6]1[CH:15]=[CH:14][C:13]2[C:8](=[CH:9][CH:10]=[C:11]([O:16][CH3:17])[CH:12]=2)[CH:7]=1)[CH3:3].N1C=CC=CC=1.[CH3:24][O:25][C:26]1[CH:27]=[C:28]([CH:32]=[C:33]([O:37][CH3:38])[C:34]=1[O:35][CH3:36])[C:29](Cl)=[O:30].C(Cl)(=O)C(Cl)=O>C1(C)C=CC=CC=1.O>[CH3:24][O:25][C:26]1[CH:27]=[C:28]([CH:32]=[C:33]([O:37][CH3:38])[C:34]=1[O:35][CH3:36])[C:29]([O-:1])=[O:30].[OH:1][CH:2]([CH2:4][CH2:5][C:6]1[CH:15]=[CH:14][C:13]2[C:8](=[CH:9][CH:10]=[C:11]([O:16][CH3:17])[CH:12]=2)[CH:7]=1)[CH3:3]. Procedure details: To a stirred mixture of 2-hydroxy-4-(6-methoxy-2-naphthyl)butane (1.15 g: 0.005 mole) in toluene (45 ml) containing dry pyridine (3 ml) was added 3,4,5-trimethoxy-benzoyl chloride, prepared from the corresponding acid (1.06 g: 0.005 mole) and oxalyl chloride (1 ml). After standing for 48 hours at room temperature, the resulting mixture was added to water and extracted with ether. The organic extract was washed twice with water, dried (Na2SO4) and concentrated. The crude oil was chromatographed o... Reactants: BrC=1C=NC=C(C(=O)NC2=CC=C(C=C2)OC(F)(F)F)C1 (5-Bromo-N-(4-(trifluoromethoxy)phenyl)nicotinamide), O1C(CCCC1)OCCN1N=CC(=C1)B1OC(C(O1)(C)C)(C)C (1-(2-(tetrahydro-2H-pyran-2-yloxy)ethyl)-4-(4,4,5,5-tetramethyl-1,3,2-dioxaborolan-2-yl)-1H-pyrazole), PdCl2(dppf)-(CH2Cl2), C(=O)([O-])[O-].[K+].[K+] (K2CO3), O (water). The solvent is O1CCOCC1 (dioxane). Run at temperature 95 celsius. Product: OCCN1N=CC(=C1)C=1C=NC=C(C(=O)NC2=CC=C(C=C2)OC(F)(F)F)C1 (5-(1-(2-Hydroxyethyl)-1H-pyrazol-4-yl)-N-(4-(trifluoromethoxy)phenyl)nicotinamide). Reaction SMILES: Br[C:2]1[CH:3]=[N:4][CH:5]=[C:6]([CH:21]=1)[C:7]([NH:9][C:10]1[CH:15]=[CH:14][C:13]([O:16][C:17]([F:20])([F:19])[F:18])=[CH:12][CH:11]=1)=[O:8].O1CCCCC1[O:28][CH2:29][CH2:30][N:31]1[CH:35]=[C:34](B2OC(C)(C)C(C)(C)O2)[CH:33]=[N:32]1.C([O-])([O-])=O.[K+].[K+].O>O1CCOCC1>[OH:28][CH2:29][CH2:30][N:31]1[CH:35]=[C:34]([C:2]2[CH:3]=[N:4][CH:5]=[C:6]([CH:21]=2)[C:7]([NH:9][C:10]2[CH:15]=[CH:14][C:13]([O:16][C:17]([F:20])([F:19])[F:18])=[CH:12][CH:11]=2)=[O:8])[CH:33]=[N:32]1 |f:2.3.4|. Procedure: 5-Bromo-N-(4-(trifluoromethoxy)phenyl)nicotinamide (Stage 61.1, 181 mg, 0.5 mmol), 1-(2-(tetrahydro-2H-pyran-2-yloxy)ethyl)-4-(4,4,5,5-tetramethyl-1,3,2-dioxaborolan-2-yl)-1H-pyrazole (193 mg, 0.600 mmol), PdCl2(dppf)-(CH2Cl2) (20.42 mg, 0.025 mmol), K2CO3 (138 mg, 1 mmol), water (2 mL) and dioxane (10 mL) were added to a vial, which was sealed, evacuated/purged with argon and the RM was stirred at 95° C. 7 h. The RM was treated with water and extracted with EtOAc. The combined extracts were dri... Reactants: CN(C=O)C=1SC(=C(N1)C)C=1N=C2N(C=CC(=C2)C)C1 (2-[2-(N-methylformamido)-4-methylthiazol-5-yl]-7-methylimidazo[1,2-a]pyridine), Cl (hydrochloric acid). Run in C(C)O (ethanol). The product is CNC=1SC(=C(N1)C)C=1N=C2N(C=CC(=C2)C)C1 (2-(2-methylamino-4-methylthiazol-5-yl)-7-methyl-imidazo[1,2-a]pyridine). Isolated yield 73.3%. As a reaction SMILES: [CH3:1][N:2]([C:5]1[S:6][C:7]([C:11]2[N:12]=[C:13]3[CH:18]=[C:17]([CH3:19])[CH:16]=[CH:15][N:14]3[CH:20]=2)=[C:8]([CH3:10])[N:9]=1)C=O.Cl>C(O)C>[CH3:1][NH:2][C:5]1[S:6][C:7]([C:11]2[N:12]=[C:13]3[CH:18]=[C:17]([CH3:19])[CH:16]=[CH:15][N:14]3[CH:20]=2)=[C:8]([CH3:10])[N:9]=1. Procedure: To a solution of 2-[2-(N-methylformamido)-4-methylthiazol-5-yl]-7-methylimidazo[1,2-a]pyridine (4.87 g) in ethanol (200 ml) was added 36% hydrochloric acid (2.6 ml) and refluxed for 1.5 hours. The reaction mixture was evaporated. The residue was dissolved in water, and the aqueous mixture was adjusted to pH 8 with saturated potassium carbonate. Extraction with chloroform, and evaporation afforded 2-(2-methylamino-4-methylthiazol-5-yl)-7-methyl-imidazo[1,2-a]pyridine (3.22 g). mp 220°-221° C. The reactants are C(C=1C(O)=CC=CC1)=O (salicylaldehyde), O1CCCC=C1 (3,4-dihydro-2H-pyran), C1(=CC=C(C=C1)S(=O)(=O)[O-])C.[NH+]1=CC=CC=C1 (pyridinium p-toluenesulfonate), C1(=CC=C(C=C1)S(=O)(=O)[O-])C.[NH+]1=CC=CC=C1 (pyridinium p-toluenesulfonate), C([O-])(O)=O.[Na+] (sodium bicarbonate), C(C=1C(O)=CC=CC1)=O (salicylaldehyde). Solvent: C(Cl)Cl (methylene chloride). Conditions: time 8 hour. Product: O1C(CCCC1)OC1=C(C=O)C=CC=C1 (2-(Tetrahydro-pyran-2-yloxy)-benzaldehyde). Reaction SMILES: [CH:1](=[O:9])[C:2]1[C:3](=[CH:5][CH:6]=[CH:7][CH:8]=1)[OH:4].[O:10]1[CH:15]=[CH:14][CH2:13][CH2:12][CH2:11]1.C1(C)C=CC(S([O-])(=O)=O)=CC=1.[NH+]1C=CC=CC=1.C(=O)(O)[O-].[Na+]>C(Cl)Cl>[O:10]1[CH2:15][CH2:14][CH2:13][CH2:12][CH:11]1[O:4][C:3]1[CH:5]=[CH:6][CH:7]=[CH:8][C:2]=1[CH:1]=[O:9] |f:2.3,4.5|. Procedure details: To salicylaldehyde (2.35 mL, 22.05 mmol) was added 45 mL methylene chloride, 3,4-dihydro-2H-pyran (5.0 mL, 54.8 mmol) and pyridinium p-toluenesulfonate (0.55 g, 2.19 mmol). The reaction mixture was allowed to stir at room temperature overnight. Additional pyridinium p-toluenesulfonate (0.55 g, 2.19 mmol) was added and the reaction mixture was stirred at room temperature for 4 days. The reaction mixture was poured into saturated aqueous sodium bicarbonate. The layers were separated and the aqueou...